From a dataset of the Open Reaction Database (ORD), a public repository of structured organic reaction records. describe an organic reaction: reactants, conditions, products, and yield Reaction conditions: temperature 160 celsius, time 24 hour. The reactants are Cc2ccc(B1OCC(C)(C)CO1)cc2 (effective_coupling_partner), COc1ccc(C(C)(C)C)cc1 (substrate). Reagents/catalysts: ICy. Yields the product Cc2ccc(c1ccc(C(C)(C)C)cc1)cc2. Reactants: C1(=CC=CC=C1)C1=C(C(=NO1)C(=O)OC)CCC(F)(F)F (methyl 5-phenyl-4-(3,3,3-trifluoropropyl)isoxazole-3-carboxylate), [OH-].[Na+] (sodium hydroxide), C(C)(=O)O (acetic acid). The solvent is CO (methanol). Yields the product C1(=CC=CC=C1)C1=C(C(=NO1)C(=O)O)CCC(F)(F)F (5-phenyl-4-(3,3,3-trifluoropropyl)isoxazole-3-carboxylic acid). The yield is 20.9%. Reaction SMILES: [C:1]1([C:7]2[O:11][N:10]=[C:9]([C:12]([O:14]C)=[O:13])[C:8]=2[CH2:16][CH2:17][C:18]([F:21])([F:20])[F:19])[CH:6]=[CH:5][CH:4]=[CH:3][CH:2]=1.[OH-].[Na+].C(O)(=O)C>CO>[C:1]1([C:7]2[O:11][N:10]=[C:9]([C:12]([OH:14])=[O:13])[C:8]=2[CH2:16][CH2:17][C:18]([F:20])([F:21])[F:19])[CH:2]=[CH:3][CH:4]=[CH:5][CH:6]=1 |f:1.2|. Reported procedure: A solution of methyl 5-phenyl-4-(3,3,3-trifluoropropyl)isoxazole-3-carboxylate (25 mg, 0.084 mmol) and 1N aqueous sodium hydroxide (125 μL, 0.125 mmol) in methanol (1 mL) was heated at 23° C. for 2 h. To the reaction mixture was added acetic acid until the pH was ˜5. The mixture was purified by preparative HPLC to afford 5-phenyl-4-(3,3,3-trifluoropropyl)isoxazole-3-carboxylic acid (5 mg). The compound had an HPLC ret. time=3.16 min.−Column. YMC S5 COMBISCREEN® 4.6×50 mm; Gradient time: 4 min; F... Starting materials: [N+](=O)([O-])C1=NN(C=C1)C1=CC=C(C=N1)C(=O)OC(C)(C)C (tert-butyl 6-(3-nitropyrazol-1-yl)pyridine-3-carboxylate). Reagents/catalysts: [Pd] (Pd/C). The solvent is C(C)(=O)OCC (ethyl acetate). Run at time 1 hour. Product: NC1=NN(C=C1)C1=CC=C(C=N1)C(=O)OC(C)(C)C (tert-butyl 6-(3-aminopyrazol-1-yl)pyridine-3-carboxylate). The yield is 99.4%. Reaction SMILES: [N+:1]([C:4]1[CH:8]=[CH:7][N:6]([C:9]2[N:14]=[CH:13][C:12]([C:15]([O:17][C:18]([CH3:21])([CH3:20])[CH3:19])=[O:16])=[CH:11][CH:10]=2)[N:5]=1)([O-])=O>C(OCC)(=O)C.[Pd]>[NH2:1][C:4]1[CH:8]=[CH:7][N:6]([C:9]2[N:14]=[CH:13][C:12]([C:15]([O:17][C:18]([CH3:21])([CH3:20])[CH3:19])=[O:16])=[CH:11][CH:10]=2)[N:5]=1. Reported procedure: To a solution of tert-butyl 6-(3-nitropyrazol-1-yl)pyridine-3-carboxylate (0.505 gm, 1.74 mmol) in ethyl acetate (15 mL), 10% Pd/C (0.100 g, 20% w/w) was added under argon atmosphere. Argon gas was removed under vacuum and reaction flask was filled with hydrogen gas at 40 psi pressure. Reaction mixture was stirred for 1 hr on parr-apparatus. Reaction mixture was filtered through celite pad and concentrated under reduced pressure to give tert-butyl 6-(3-aminopyrazol-1-yl)pyridine-3-carboxylate (0... RXN SMILES: C[O:2][C:3](=[O:32])[C@H:4]([CH2:28][CH2:29][S:30][CH3:31])[NH:5][C:6](=[O:27])[C:7]1[CH:12]=[CH:11][C:10]([O:13][CH2:14][C:15]2[CH:16]=[N:17][CH:18]=[CH:19][CH:20]=2)=[CH:9][C:8]=1[C:21]1[CH:26]=[CH:25][CH:24]=[CH:23][CH:22]=1.N>>[N:17]1[CH:18]=[CH:19][CH:20]=[C:15]([CH2:14][O:13][C:10]2[CH:11]=[CH:12][C:7]([C:6]([NH:5][C@H:4]([C:3]([OH:32])=[O:2])[CH2:28][CH2:29][S:30][CH3:31])=[O:27])=[C:8]([C:21]3[CH:22]=[CH:23][CH:24]=[CH:25][CH:26]=3)[CH:9]=2)[CH:16]=1. Reactants: COC([C@@H](NC(C1=C(C=C(C=C1)OCC=1C=NC=CC1)C1=CC=CC=C1)=O)CCSC)=O ([4-(3-Pyridylmethyloxy)-2-phenylbenzoyl]methionine Methyl Ester), N (NH3). Procedure details: The desired compound was prepared by saponification of the compound of Example 240F using the procedure of Example 159. 1H NMR (300 MHz, DMSO-d6) δ 8.69 (bs, 1H), 8.55 (bd, 1H), 8.39 (d, 1H), 7.88 (dt, 1H), 7.40 (m, 6H), 7.07 (dd, 1H), 7.03 (d, 1H), 5.17 (s, 2H), 4.28 (ddd, 1H), 2.25 (m, 2H), 2.00 (s, 3H), 1.84 (m, 2H). MS (CI, NH3) m/e 454 (M+NH4)+, 437 (M+H)+, 419, 320, 288. Anal calcd for C24H24N2O4S (+0.23 H2O): C, 65.42; H, 5.59; N, 5.99. Found: C, 65.41; H, 5.42; N, 5.99. Yields the product N1=CC(=CC=C1)COC1=CC(=C(C(=O)N[C@@H](CCSC)C(=O)O)C=C1)C1=CC=CC=C1 ([4-(3-Pyridylmethyloxy)-2-phenylbenzoyl]methionine). The product is BrC1=CC=NC2=CC=C3C(=C12)OCCO3 (10-Bromo-2,3-dihydro-[1,4]dioxino[2,3-f]quinoline). RXN SMILES: [NH:1]1[C:10]2[C:5](=[CH:6][CH:7]=[CH:8][CH:9]=2)[CH:4]=[CH:3][C:2]1=O.P(Br)(Br)[Br:13].[C:16](=[O:19])([O-])[O-].[Na+].[Na+].CN([CH:25]=[O:26])C>>[Br:13][C:4]1[C:5]2[C:10](=[CH:9][CH:8]=[C:7]3[O:19][CH2:16][CH2:25][O:26][C:6]3=2)[N:1]=[CH:2][CH:3]=1 |f:2.3.4|. Reported procedure: The quinolinone (4d) in dry DMF (8 mL) was cooled in ice and phosphorus tribromide (0.7 mL) added drop-wise, and the mixture was stirred, with ice-cooling for 30 minutes then allowed to warm to room temperature and stirred for a further 2 hours. It was cooled in ice and sodium carbonate solution was added and the solid was collected, washed well with water, and dried in vacuo, to afford a pale yellow solid (1.65 g). Reactants: P(Br)(Br)Br (phosphorus tribromide), N1C(C=CC2=CC=CC=C12)=O (quinolinone), CN(C)C=O (DMF), C([O-])([O-])=O.[Na+].[Na+] (sodium carbonate). Reactants: C(C1=CC=CC=C1)N1C2=CC(=CC(=C2C=2C(CCCC12)C(=O)N)OC)OC (9-benzyl-5,7-dimethoxy-1,2,3,4-tetrahydrocarbazole-4-carboxamide). Reagents/catalysts: [Pd] (Pd/C). Solvent: CCOCCOCCO (carbitol). The product is C(C1=CC=CC=C1)N1C2=CC(=CC(=C2C=2C(=CC=CC12)C(N)=O)OC)OC (9-benzyl-4-carbamoyl-5,7-dimethoxycarbazole). Reaction SMILES: [CH2:1]([N:8]1[C:20]2[CH2:19][CH2:18][CH2:17][CH:16]([C:21]([NH2:23])=[O:22])[C:15]=2[C:14]2[C:9]1=[CH:10][C:11]([O:26][CH3:27])=[CH:12][C:13]=2[O:24][CH3:25])[C:2]1[CH:7]=[CH:6][CH:5]=[CH:4][CH:3]=1>[Pd].CCOCCOCCO>[CH2:1]([N:8]1[C:20]2[CH:19]=[CH:18][CH:17]=[C:16]([C:21](=[O:22])[NH2:23])[C:15]=2[C:14]2[C:9]1=[CH:10][C:11]([O:26][CH3:27])=[CH:12][C:13]=2[O:24][CH3:25])[C:2]1[CH:7]=[CH:6][CH:5]=[CH:4][CH:3]=1. Procedure details: A mixture of 2.0 gm. of the product from Example 2, 2 gm. of 5% Pd/C, and 100 mL of carbitol was refluxed for 17 hours,filtered while still hot, and the solid washed well with ethyl acetate. The combined filtrates were washed with water, washed with brine, dried over sodium sulfate, and evaporated in vacuo to give subtitled product, 1.4 gm., 70%, mp 240-243° C.